This data is from the Open Reaction Database (ORD), a public repository of structured organic reaction records. The task is: describe an organic reaction: reactants, conditions, products, and yield Starting materials: Brc1ccc(Br)nc1, C#Cc1ccc(OCCO)c(C)c1, C1CCOC1, CC(C)NC(C)C, [Cu]I. Yields the product Cc1cc(C#Cc2ccc(Br)cn2)ccc1OCCO. Reaction SMILES: [Br:14][c:15]1[n:16][cH:17][c:18]([Br:21])[cH:19][cH:20]1.[C:1](#[CH:2])[c:3]1[cH:4][c:5]([CH3:13])[c:6]([O:7][CH2:8][CH2:9][OH:10])[cH:11][cH:12]1.[CH2:29]1[O:30][CH2:31][CH2:32][CH2:33]1.[CH:22]([NH:23][CH:24]([CH3:25])[CH3:26])([CH3:27])[CH3:28].[Cu:34][I:35]>>[C:1](#[C:2][c:15]1[n:16][cH:17][c:18]([Br:21])[cH:19][cH:20]1)[c:3]1[cH:4][c:5]([CH3:13])[c:6]([O:7][CH2:8][CH2:9][OH:10])[cH:11][cH:12]1.